This data is from the Open Reaction Database (ORD), a public repository of structured organic reaction records. The task is: describe an organic reaction: reactants, conditions, products, and yield The reactants are Brc1cccnc1, O=C([O-])[O-], C1COCCO1, COC(=O)C1CNC(=O)N1C, [Cs+], [Cs+], O=C(C=Cc1ccccc1)C=Cc1ccccc1, O=C(C=Cc1ccccc1)C=Cc1ccccc1, O=C(C=Cc1ccccc1)C=Cc1ccccc1, O, [Pd], [Pd], CC1(C)c2cccc(P(c3ccccc3)c3ccccc3)c2Oc2c(P(c3ccccc3)c3ccccc3)cccc21. The product is COC(=O)C1CN(c2cccnc2)C(=O)N1C. RXN SMILES: [Br:1][c:2]1[cH:3][n:4][cH:5][cH:6][cH:7]1.[C:19](=[O:20])([O-:21])[O-:22].[CH2:67]1[O:68][CH2:69][CH2:70][O:71][CH2:72]1.[CH3:8][N:9]1[C:10](=[O:18])[NH:11][CH2:12][CH:13]1[C:14](=[O:15])[O:16][CH3:17].[Cs+:23].[Cs+:24].[O:112]=[C:113]([CH:114]=[CH:115][c:116]1[cH:117][cH:118][cH:119][cH:120][cH:121]1)[CH:122]=[CH:123][c:124]1[cH:125][cH:126][cH:127][cH:128][cH:129]1.[O:76]=[C:77]([CH:78]=[CH:79][c:80]1[cH:81][cH:82][cH:83][cH:84][cH:85]1)[CH:86]=[CH:87][c:88]1[cH:89][cH:90][cH:91][cH:92][cH:93]1.[O:94]=[C:95]([CH:96]=[CH:97][c:98]1[cH:99][cH:100][cH:101][cH:102][cH:103]1)[CH:104]=[CH:105][c:106]1[cH:107][cH:108][cH:109][cH:110][cH:111]1.[OH2:73].[Pd:74].[Pd:75].[c:25]1([P:26]([c:27]2[cH:28][cH:29][cH:30][cH:31][cH:32]2)[c:33]2[c:34]3[c:58]([cH:59][cH:60][cH:61]2)[C:55]([CH3:56])([CH3:57])[c:37]2[c:36]([c:41]([P:42]([c:43]4[cH:44][cH:45][cH:46][cH:47][cH:48]4)[c:49]4[cH:50][cH:51][cH:52][cH:53][cH:54]4)[cH:40][cH:39][cH:38]2)[O:35]3)[cH:62][cH:63][cH:64][cH:65][cH:66]1>>[c:2]1([N:11]2[C:10](=[O:18])[N:9]([CH3:8])[CH:13]([C:14](=[O:15])[O:16][CH3:17])[CH2:12]2)[cH:3][n:4][cH:5][cH:6][cH:7]1. Reactants: COC(=O)C(=CC1CCCCCCC1)c1ccc(S(C)(=O)=O)cc1, CCO, [Na+], [OH-]. The product is CS(=O)(=O)c1ccc(C(=CC2CCCCCCC2)C(=O)O)cc1. As a reaction SMILES: [CH3:1][O:2][C:3]([C:4](=[CH:5][CH:6]1[CH2:7][CH2:8][CH2:9][CH2:10][CH2:11][CH2:12][CH2:13]1)[c:14]1[cH:15][cH:16][c:17]([S:20](=[O:21])(=[O:22])[CH3:23])[cH:18][cH:19]1)=[O:24].[CH3:27][CH2:28][OH:29].[Na+:26].[OH-:25]>>[O:2]=[C:3]([C:4](=[CH:5][CH:6]1[CH2:7][CH2:8][CH2:9][CH2:10][CH2:11][CH2:12][CH2:13]1)[c:14]1[cH:15][cH:16][c:17]([S:20](=[O:21])(=[O:22])[CH3:23])[cH:18][cH:19]1)[OH:24]. Reactants: CCOC(C)OCC#CC(=O)c1ccc(F)cc1, Cl, C1CCOC1. Product: O=C(C#CCO)c1ccc(F)cc1. Reaction SMILES: [CH2:1]([O:2][CH:3]([CH3:4])[O:6][CH2:7][C:8]#[C:9][C:10](=[O:11])[c:12]1[cH:13][cH:14][c:15]([F:18])[cH:16][cH:17]1)[CH3:5].[ClH:19].[O:20]1[CH2:21][CH2:22][CH2:23][CH2:24]1>>[OH:6][CH2:7][C:8]#[C:9][C:10](=[O:11])[c:12]1[cH:13][cH:14][c:15]([F:18])[cH:16][cH:17]1. The product is C=CCOCc1ccc([N+](=O)[O-])cc1N. As a reaction SMILES: [CH2:13]([CH:14]=[CH2:15])[Br:16].[CH2:17]1[O:18][CH2:19][CH2:20][CH2:21]1.[CH3:22][CH2:23][O:24][C:25](=[O:26])[CH3:27].[NH2:1][c:2]1[c:3]([CH2:11][OH:12])[cH:4][cH:5][c:6]([N+:8](=[O:9])[O-:10])[cH:7]1>>[NH2:1][c:2]1[c:3]([CH2:11][O:12][CH2:15][CH:14]=[CH2:13])[cH:4][cH:5][c:6]([N+:8](=[O:9])[O-:10])[cH:7]1. The reactants are C=CCBr, C1CCOC1, CCOC(C)=O, Nc1cc([N+](=O)[O-])ccc1CO. The reactants are BrC=1C=CC2=C(CN(CCC2OC2=CC=C(C=C2)F)C)C1 (8-bromo-5-(4-fluorophenoxy)-2-methyl-2,3,4,5-tetrahydro-1H-benzo[c]azepine), BrC=1C=CC2=C(CN(CCC2OC2=CC=C(C=C2)F)C)C1 (8-bromo-5-(4-fluorophenoxy)-2-methyl-2,3,4,5-tetrahydro-1H-benzo[c]azepine), CNCCNC (N,N′-dimethylethylenediamine), P(=O)([O-])([O-])[O-].[K+].[K+].[K+] (potassium phosphate), O1CCOCC1 (1,4-dioxane). Reagents/catalysts: [Cu]I (copper (I) iodide). The solvent is ClCCl (dichloromethane). Run at temperature 110 celsius. Yields the product FC1=CC=C(OC2C3=C(CN(CC2)C)C=C(C=C3)N3C(C=CC=C3)=O)C=C1 ((±)-1-(5-(4-fluorophenoxy)-2-methyl-2,3,4,5-tetrahydro-1H-benzo[c]azepin-8-yl)pyridin-2(1H)-one). Isolated yield 36.0%. As a reaction SMILES: Br[C:2]1[CH:3]=[CH:4][C:5]2[CH:11]([O:12][C:13]3[CH:18]=[CH:17][C:16]([F:19])=[CH:15][CH:14]=3)[CH2:10][CH2:9][N:8]([CH3:20])[CH2:7][C:6]=2[CH:21]=1.CN[CH2:24][CH2:25][NH:26][CH3:27].P([O-])([O-])([O-])=[O:29].[K+].[K+].[K+].O1CCO[CH2:38][CH2:37]1>ClCCl.[Cu]I>[F:19][C:16]1[CH:17]=[CH:18][C:13]([O:12][CH:11]2[CH2:10][CH2:9][N:8]([CH3:20])[CH2:7][C:6]3[CH:21]=[C:2]([N:26]4[CH:27]=[CH:38][CH:37]=[CH:24][C:25]4=[O:29])[CH:3]=[CH:4][C:5]2=3)=[CH:14][CH:15]=1 |f:2.3.4.5|. Procedure details: To a solution of the bromide from Step E (0.4 g, 1.1 mmol, slightly impure) and 2-hydroxy-pyridine (0.13 g, 1.37 mmol) from Step E in 1,4-dioxane (1.4 mL) were added N,N′-dimethylethylenediamine (50 μL, 0.46 mmol) and potassium phosphate (0.48 g, 2.30 mmol). The mixture was purged with argon for ˜10 minutes, and copper (I) iodide (40 mg, 0.2 mmol) was added to it. The reaction was heated at 110° C. for 12 hours. After cooling to room temperature, the reaction mixture was diluted with dichloromet... The reactants are CS(=O)(=O)O (methanesulfonic acid), C(C1=CC=CC=C1)N1C2=CC=CC=C2C=2C(=C(C=CC12)Cl)OCCN (2-[(9-benzyl-3-chloro-9H-carbazol-4-yl)oxy]ethylamine). Solvent: CO (MeOH), ClCCl (dichloromethane). Product: methanesulfonate salt, CS(=O)(=O)O.C(C1=CC=CC=C1)N1C2=CC=CC=C2C=2C(=C(C=CC12)Cl)OCCN (2-[(9-benzyl-3-chloro-9H-carbazol-4-yl)oxy]ethylamine, methanesulfonate salt). RXN SMILES: [CH2:1]([N:8]1[C:20]2[CH:19]=[CH:18][C:17]([Cl:21])=[C:16]([O:22][CH2:23][CH2:24][NH2:25])[C:15]=2[C:14]2[C:9]1=[CH:10][CH:11]=[CH:12][CH:13]=2)[C:2]1[CH:7]=[CH:6][CH:5]=[CH:4][CH:3]=1.[CH3:26][S:27]([OH:30])(=[O:29])=[O:28]>CO.ClCCl>[CH3:26][S:27]([OH:30])(=[O:29])=[O:28].[CH2:1]([N:8]1[C:20]2[CH:19]=[CH:18][C:17]([Cl:21])=[C:16]([O:22][CH2:23][CH2:24][NH2:25])[C:15]=2[C:14]2[C:9]1=[CH:10][CH:11]=[CH:12][CH:13]=2)[C:2]1[CH:7]=[CH:6][CH:5]=[CH:4][CH:3]=1 |f:4.5|. Procedure details: To [(9-benzyl-3-chloro-9H-carbazol-4-yl)oxy]acetonitrile (0.292 g, 0.842 mmol) in THF (6 mL) is added borane-methyl sulfide complex (0.24 mL, 2.53 mmol). The mixture is stirred at 80° C. for 2.5 h and then allowed to cool. MeOH is carefully added to the residue until gas evolution ceased and then the mixture is concentrated under vacuum. MeOH addition/removal is repeated two more times and then MeOH-dichloromethane (about 2 mL each) is added, followed by several drops of conc. HCl. The mixture i... Starting materials: ClC1=CC=C(C=C1)C=1C=C(C=NC1OCC1CC1)C(=O)O (5-(4-chlorophenyl)-6-(cyclopropylmethoxy)-3-pyridinecarboxylic acid), NN1CCC(CC1)O (1-amino-4-piperidinol). Product: ClC1=CC=C(C=C1)C=1C=C(C=NC1OCC1CC1)C(=O)NN1CCC(CC1)O (5-(4-chlorophenyl)-6-(cyclopropylmethoxy)-N-(4-hydroxypiperidin-1-yl)-3-pyridinecarboxamide). As a reaction SMILES: [Cl:1][C:2]1[CH:7]=[CH:6][C:5]([C:8]2[CH:9]=[C:10]([C:19]([OH:21])=O)[CH:11]=[N:12][C:13]=2[O:14][CH2:15][CH:16]2[CH2:18][CH2:17]2)=[CH:4][CH:3]=1.[NH2:22][N:23]1[CH2:28][CH2:27][CH:26]([OH:29])[CH2:25][CH2:24]1>>[Cl:1][C:2]1[CH:3]=[CH:4][C:5]([C:8]2[CH:9]=[C:10]([C:19]([NH:22][N:23]3[CH2:28][CH2:27][CH:26]([OH:29])[CH2:25][CH2:24]3)=[O:21])[CH:11]=[N:12][C:13]=2[O:14][CH2:15][CH:16]2[CH2:17][CH2:18]2)=[CH:6][CH:7]=1. Procedure details: The title compound was synthesized in analogy to Example 1 using 5-(4-chlorophenyl)-6-(cyclopropylmethoxy)-3-pyridinecarboxylic acid (CAN 1018782-76-7) and 1-amino-4-piperidinol (CAN 79414-82-7) as starting materials; MS (EI) 402.4 (M+H)+. Starting materials: CCO, O=[N+]([O-])c1ccc(N2CCSCC2)cc1. Product: Nc1ccc(N2CCSCC2)cc1. Reaction SMILES: [CH3:16][CH2:17][OH:18].[N+:1]([O-:2])(=[O:3])[c:4]1[cH:5][cH:6][c:7]([N:10]2[CH2:11][CH2:12][S:13][CH2:14][CH2:15]2)[cH:8][cH:9]1>>[NH2:1][c:4]1[cH:5][cH:6][c:7]([N:10]2[CH2:11][CH2:12][S:13][CH2:14][CH2:15]2)[cH:8][cH:9]1.